This data is from the Open Reaction Database (ORD), a public repository of structured organic reaction records. The task is: describe an organic reaction: reactants, conditions, products, and yield Starting materials: [OH-].[Na+] (NaOH), CC(C(=O)OCC)(C)SC1=CC=NC=C1 (ethyl 2-methyl-2-(4-pyridinylthio)propionate). Solvent: O (water), CO (methanol). Reaction conditions: time 8 hour. The product is CC(C(=O)O)(C)SC1=CC=NC=C1 (2-methyl-2-(4-pyridinylthio)propionic acid). Reaction SMILES: [OH-].[Na+].[CH3:3][C:4]([S:11][C:12]1[CH:17]=[CH:16][N:15]=[CH:14][CH:13]=1)([CH3:10])[C:5]([O:7]CC)=[O:6]>O.CO>[CH3:10][C:4]([S:11][C:12]1[CH:13]=[CH:14][N:15]=[CH:16][CH:17]=1)([CH3:3])[C:5]([OH:7])=[O:6] |f:0.1|. Procedure details: A solution of 1.7 grams NaOH in 5 ml of water was added dropwise to a solution of 8.79 grams of ethyl 2-methyl-2-(4-pyridinylthio)propionate in 15 ml methanol. The solution was stirred at room temperature overnight, and then concentrated in vacuo to remove methanol. Concentrated HCl was added to the sodium salt and the mixture triturated with isopropanol and heated on the steam bath. The mixture was then cooled and filtered to remove sodium chloride. The filtrate was concentrated in vacuo and th... The reactants are NC1=C(C=C(C=2C(C3=CC=CC=C3C(C12)=O)=O)SC1=CC=C(C=C1)S(=O)(=O)O)OC1=CC(=C(C=C1)S(=O)(=O)O)N (1-Amino-2-(3'-amino-4'-sulfophenoxy)-4-(4'-sulfophenylthio)anthraquinone), [Cl-].[Na+] (sodium chloride), N1=C(Cl)N=C(Cl)N=C1Cl (cyanuric chloride), NC=1C=C(C=CC1)S(=O)(=O)O (3-aminobenzenesulfonic acid). Product: C1=CC=CC=2C(C3=CC=CC=C3C(C12)=O)=O (anthraquinone). As a reaction SMILES: N[C:2]1[C:15]2[C:14](=[O:16])[C:13]3[C:8](=[CH:9][CH:10]=[CH:11][CH:12]=3)[C:7](=[O:17])[C:6]=2[C:5](SC2C=CC(S(O)(=O)=O)=CC=2)=[CH:4][C:3]=1OC1C=CC(S(O)(=O)=O)=C(N)C=1.N1C(Cl)=NC(Cl)=NC=1Cl.NC1C=C(S(O)(=O)=O)C=CC=1.[Cl-].[Na+]>>[CH:9]1[C:8]2[C:7](=[O:17])[C:6]3[C:15](=[CH:2][CH:3]=[CH:4][CH:5]=3)[C:14](=[O:16])[C:13]=2[CH:12]=[CH:11][CH:10]=1 |f:3.4|. Procedure: 1-Amino-2-(3'-amino-4'-sulfophenoxy)-4-(4'-sulfophenylthio)anthraquinone (6 parts) and cyanuric chloride (1.8 parts) were subjected a to condensation reaction in an aqueous medium in a conventional manner, followed by a condensation reaction with 3-aminobenzenesulfonic acid (1.7 parts) at 20° to 40° C. under a weak acid condition. Thereafter, salting out of the reaction mixture with sodium chloride gave an anthraquinone compound of the following formula (free acid form). ##STR215##